From a dataset of the Open Reaction Database (ORD), a public repository of structured organic reaction records. describe an organic reaction: reactants, conditions, products, and yield The reactants are CC(C)=O, [Cl-], ClCCl, [Na+], [Na+], O=S(=O)(NC1CCC2(CC1)OCCO2)c1cc(Cl)sc1Cl, [OH-], O. Yields the product O=C1CCC(NS(=O)(=O)c2cc(Cl)sc2Cl)CC1. As a reaction SMILES: [CH3:29][C:30](=[O:31])[CH3:32].[Cl-:24].[Cl:26][CH2:27][Cl:28].[Na+:23].[Na+:25].[O:1]1[CH2:3][CH2:2][O:4][C:5]12[CH2:6][CH2:7][CH:8]([NH:11][S:12](=[O:13])(=[O:14])[c:15]1[c:16]([Cl:21])[s:17][c:18]([Cl:20])[cH:19]1)[CH2:9][CH2:10]2.[OH-:22].[OH2:33]>>[O:4]=[C:5]1[CH2:6][CH2:7][CH:8]([NH:11][S:12](=[O:13])(=[O:14])[c:15]2[c:16]([Cl:21])[s:17][c:18]([Cl:20])[cH:19]2)[CH2:9][CH2:10]1. The reactants are CCCN1CCCC(C(=O)OCC)C1, C1CCOC1, [Li]C, CCO, [Li+], [OH-], O. Product: CCCN1CCCC(C(C)=O)C1. RXN SMILES: [CH2:1]([CH2:2][CH3:3])[N:4]1[CH2:5][CH:6]([C:7]([O:9][CH2:8][CH3:10])=[O:11])[CH2:12][CH2:13][CH2:14]1.[CH2:23]1[O:24][CH2:25][CH2:26][CH2:27]1.[CH3:18][Li:19].[CH3:20][CH2:21][OH:22].[Li+:17].[OH-:16].[OH2:15]>>[CH2:1]([CH2:2][CH3:3])[N:4]1[CH2:5][CH:6]([C:7](=[O:9])[CH3:18])[CH2:12][CH2:13][CH2:14]1.